From a dataset of the Open Reaction Database (ORD), a public repository of structured organic reaction records. describe an organic reaction: reactants, conditions, products, and yield The reactants are [Si](C1=CC=CC=C1)(C1=CC=CC=C1)(C(C)(C)C)OCCC\C(\C(=O)NC1=CC=CC=C1)=C/SC1=CC=CC=C1 ((E)-5-(tert-butyldiphenylsilyloxy)-N-phenyl-2-(phenylthiomethylene)pentanamide), COC=1C=CC(=CC1)P2(=S)SP(=S)(S2)C=3C=CC(=CC3)OC (Lawesson reagent), O.C([O-])(O)=O.[Na+] (sodium bicarbonate water). Run in O1CCCC1 (tetrahydrofuran). Product: [Si](C1=CC=CC=C1)(C1=CC=CC=C1)(C(C)(C)C)OCCC\C(\C(NC1=CC=CC=C1)=S)=C/SC1=CC=CC=C1 ((E)-5-(tert-butyldiphenylsilyloxy)-N-phenyl-2-(phenylthiomethylene) pentanethioamide). As a reaction SMILES: COC1C=CC(P2(SP(C3C=CC(OC)=CC=3)(=S)S2)=[S:10])=CC=1.[Si:23]([O:40][CH2:41][CH2:42][CH2:43]/[C:44](=[CH:54]\[S:55][C:56]1[CH:61]=[CH:60][CH:59]=[CH:58][CH:57]=1)/[C:45]([NH:47][C:48]1[CH:53]=[CH:52][CH:51]=[CH:50][CH:49]=1)=O)([C:36]([CH3:39])([CH3:38])[CH3:37])([C:30]1[CH:35]=[CH:34][CH:33]=[CH:32][CH:31]=1)[C:24]1[CH:29]=[CH:28][CH:27]=[CH:26][CH:25]=1.O.C(=O)(O)[O-].[Na+]>O1CCCC1>[Si:23]([O:40][CH2:41][CH2:42][CH2:43]/[C:44](=[CH:54]\[S:55][C:56]1[CH:61]=[CH:60][CH:59]=[CH:58][CH:57]=1)/[C:45](=[S:10])[NH:47][C:48]1[CH:53]=[CH:52][CH:51]=[CH:50][CH:49]=1)([C:36]([CH3:38])([CH3:37])[CH3:39])([C:24]1[CH:25]=[CH:26][CH:27]=[CH:28][CH:29]=1)[C:30]1[CH:31]=[CH:32][CH:33]=[CH:34][CH:35]=1 |f:2.3.4|. Reported procedure: Lawesson reagent was added to tetrahydrofuran solution including 2.81 g of (E)-5-(tert-butyldiphenylsilyloxy)-N-phenyl-2-(phenylthiomethylene)pentanamide. The resulting solution was heated under reflux for one night and cooled to room temperature, followed by adding saturated sodium bicarbonate water to extract. The water layer was extracted with ethyl acetate, and the organic layer was mixed and dried with anhydrous magnesium sulfate, then filtered, and concentrated under reduced pressure. The ... Reactants: CCOC(=O)c1cnc(N2CCN(C3CC(C(=O)N4CCSC4)N(C(=O)OC(C)(C)C)C3)CC2)c(Cl)c1, CCO, CCOC(=O)c1cnc(N2CCN(C3CNC(C(=O)N4CCSC4)C3)CC2)c(Cl)c1, Cl, Cl, Cl, [Li+], [OH-]. The product is CC(C)(C)OC(=O)N1CC(N2CCN(c3ncc(C(=O)O)cc3Cl)CC2)CC1C(=O)N1CCSC1. As a reaction SMILES: [C:1]([CH3:2])([CH3:3])([CH3:4])[O:5][C:6](=[O:7])[N:8]1[CH:9]([C:31](=[O:32])[N:33]2[CH2:34][S:35][CH2:36][CH2:37]2)[CH2:10][CH:11]([N:13]2[CH2:14][CH2:15][N:16]([c:19]3[n:20][cH:21][c:22]([C:26](=[O:27])[O:28][CH2:29][CH3:30])[cH:23][c:24]3[Cl:25])[CH2:17][CH2:18]2)[CH2:12]1.[CH3:73][CH2:74][OH:75].[Cl:41][c:42]1[c:43]([N:44]2[CH2:45][CH2:46][N:47]([CH:48]3[CH2:49][NH:50][CH:51]([C:52]([N:53]4[CH2:54][CH2:55][S:56][CH2:57]4)=[O:58])[CH2:59]3)[CH2:60][CH2:61]2)[n:62][cH:63][c:64]([C:65]([O:66][CH2:67][CH3:68])=[O:69])[cH:70]1.[ClH:38].[ClH:39].[ClH:40].[Li+:71].[OH-:72]>>[C:1]([CH3:2])([CH3:3])([CH3:4])[O:5][C:6](=[O:7])[N:8]1[CH:9]([C:31](=[O:32])[N:33]2[CH2:34][S:35][CH2:36][CH2:37]2)[CH2:10][CH:11]([N:13]2[CH2:14][CH2:15][N:16]([c:19]3[n:20][cH:21][c:22]([C:26](=[O:27])[OH:28])[cH:23][c:24]3[Cl:25])[CH2:17][CH2:18]2)[CH2:12]1. The reactants are COc1cc(C)c(NC(C)=O)cc1Br, CO, Cl, [Na+], O=C([O-])O. The product is COc1cc(C)c(N)cc1Br. RXN SMILES: [Br:1][c:2]1[c:3]([O:13][CH3:14])[cH:4][c:5]([CH3:12])[c:6]([NH:8][C:9](=[O:10])[CH3:11])[cH:7]1.[CH3:21][OH:22].[ClH:15].[Na+:20].[O-:16][C:17]([OH:18])=[O:19]>>[Br:1][c:2]1[c:3]([O:13][CH3:14])[cH:4][c:5]([CH3:12])[c:6]([NH2:8])[cH:7]1. Reactants: NC1=C(SC(=C1)C1=CC=NC=C1)C(=O)OC (methyl 3-amino-5-(pyridin-4-yl)thiophene-2-carboxylate), [H-].[Na+] (sodium hydride), ICCCC (1-iodobutane), C(O)([O-])=O.[Na+] (sodium hydrogen carbonate). The solvent is C1CCOC1 (THF), C(C)(=O)OCC (Ethyl acetate), CN(C)C=O (DMF), O (water). Conditions: time 10 minute. Yields the product C(CCC)NC1=C(SC(=C1)C1=CC=NC=C1)C(=O)OC (methyl 3-(butylamino)-5-(pyridin-4-yl)thiophene-2-carboxylate). The yield is 31.7%. RXN SMILES: [NH2:1][C:2]1[CH:6]=[C:5]([C:7]2[CH:12]=[CH:11][N:10]=[CH:9][CH:8]=2)[S:4][C:3]=1[C:13]([O:15][CH3:16])=[O:14].[H-].[Na+].I[CH2:20][CH2:21][CH2:22][CH3:23].C(=O)([O-])O.[Na+]>CN(C=O)C.C1COCC1.C(OCC)(=O)C.O>[CH2:20]([NH:1][C:2]1[CH:6]=[C:5]([C:7]2[CH:8]=[CH:9][N:10]=[CH:11][CH:12]=2)[S:4][C:3]=1[C:13]([O:15][CH3:16])=[O:14])[CH2:21][CH2:22][CH3:23] |f:1.2,4.5|. Procedure details: To a stirred solution of methyl 3-amino-5-(pyridin-4-yl)thiophene-2-carboxylate (1.21 g, 5.00 mmol) in DMF (25 mL) was added sodium hydride (60%, 0.220 g, 5.50 mmol). After 10 min, 1-iodobutane (0.626 mL, 5.50 mmol) was added and stirring was continued for 5 h. The mixture was poured into water (60 mL) and sat. aqueous sodium hydrogen carbonate (60 mL). Ethyl acetate (100 mL) and THF (33 mL) were added to the mixture for extraction, and the insoluble precipitate was filtered off. The organic lay... Reactants: [Na] (sodium), [Cl-].[NH4+] (ammonium chloride), ON=C1C=2C=CC=CC2C=2NC(C=3N(C21)C=CN3)=O (10-hydroxyimino-5H,10H-imidazo[1,2-a]indeno[1,2-e]-pyrazin-4-one), CI (methyl iodide). Run in liquid, N (ammonia), C(C)O (ethanol), O (water). Run at time 30 minute. Product: CON=C1C=2C=CC=CC2C=2NC(C=3N(C21)C=CN3)=O (10-methoxyimino-5H,10H-imidazo[1,2-a]indeno[1,2-e]pyrazin-4-one). Isolated yield 63.2%. As a reaction SMILES: [Na].[OH:2][N:3]=[C:4]1[C:16]2[N:15]3[CH:17]=[CH:18][N:19]=[C:14]3[C:13](=[O:20])[NH:12][C:11]=2[C:10]2[CH:9]=[CH:8][CH:7]=[CH:6][C:5]1=2.[CH3:21]I.[Cl-].[NH4+]>N.O.C(O)C>[CH3:21][O:2][N:3]=[C:4]1[C:16]2[N:15]3[CH:17]=[CH:18][N:19]=[C:14]3[C:13](=[O:20])[NH:12][C:11]=2[C:10]2[CH:9]=[CH:8][CH:7]=[CH:6][C:5]1=2 |f:3.4,^1:0|. Reported procedure: 0.1 g of sodium is dissolved in 3 ml of liquid ammonia at -33° C., followed by portionwise addition of 0.3 g of 10-hydroxyimino-5H,10H-imidazo[1,2-a]indeno[1,2-e]-pyrazin-4-one. After stirring for 30 minutes, 0.3 g of methyl iodide is added dropwise and the stirring is continued for 4 hours at the same temperature and then for 16 hours while allowing the temperature to return gradually to 20° C. The solid obtained is suspended in a solution of 0.25 g of ammonium chloride in 20 ml of distilled wa... Procedure: 4-Amino-2-thiazol-5-ylphenol (70.0 mg, 0.364 mmol) was added to a solution of tert-butyl 4-(chloro-7H-pyrrolo[2,3-d]pyrimidin-6-yl)-3,6-dihydro-2H-pyridine-1-carboxylate (192 mg, 0.546 mol) in n-butanol (2.0 mL). The reaction was stirred at 120° C. for 14 h. The solvent was removed and the residue was dissolved in DMF. The DMF solution was filtered and purified by HPLC to give the title compound. 1H-NMR (DMSO-d6, 400 MHz): δ=1.43 (s, 9H), 2.46 (m, 2H), 3.56 (t, J=5.6 Hz, 2H), 4.04 (s, 2H), 6.38 ... The solvent is C(CCC)O (n-butanol). Run at temperature 120 celsius, time 14 hour. The product is OC1=C(C=C(C=C1)NC=1C2=C(N=CN1)NC(=C2)C=2CCN(CC2)C(=O)OC(C)(C)C)C2=CN=CS2 (tert-Butyl 4-[4-(4-hydroxy-3-thiazol-5-ylphenylamino)-7H-pyrrolo[2,3-d]pyrimidin-6-yl]-3,6-dihydro-2H-pyridine-1-carboxylate). Starting materials: NC1=CC(=C(C=C1)O)C1=CN=CS1 (4-Amino-2-thiazol-5-ylphenol), ClC=1N=CC2=C(N1)NC(=C2)C=2CCN(CC2)C(=O)OC(C)(C)C (tert-butyl 4-(chloro-7H-pyrrolo[2,3-d]pyrimidin-6-yl)-3,6-dihydro-2H-pyridine-1-carboxylate). RXN SMILES: [NH2:1][C:2]1[CH:7]=[CH:6][C:5]([OH:8])=[C:4]([C:9]2[S:13][CH:12]=[N:11][CH:10]=2)[CH:3]=1.Cl[C:15]1[N:16]=[CH:17][C:18]2[CH:23]=[C:22]([C:24]3[CH2:25][CH2:26][N:27]([C:30]([O:32][C:33]([CH3:36])([CH3:35])[CH3:34])=[O:31])[CH2:28][CH:29]=3)[NH:21][C:19]=2[N:20]=1>C(O)CCC>[OH:8][C:5]1[CH:6]=[CH:7][C:2]([NH:1][C:17]2[C:18]3[CH:23]=[C:22]([C:24]4[CH2:25][CH2:26][N:27]([C:30]([O:32][C:33]([CH3:36])([CH3:35])[CH3:34])=[O:31])[CH2:28][CH:29]=4)[NH:21][C:19]=3[N:20]=[CH:15][N:16]=2)=[CH:3][C:4]=1[C:9]1[S:13][CH:12]=[N:11][CH:10]=1.